From a dataset of the Open Reaction Database (ORD), a public repository of structured organic reaction records. describe an organic reaction: reactants, conditions, products, and yield Reactants: NC1=CC2=C(N(C(CCC2(C)C)=O)C)C=C1 (7-amino-1,5,5-trimethyl-1,3,4,5-tetrahydro-benzo[b]azepin-2-one), ClC1=NC=C(C(=N1)NC1=C(C(=O)NCC)C=CC=C1F)Cl (2-(2,5-dichloro-pyrimidin-4-ylamino)-N-ethyl-3-fluoro-benzamide). Yields the product ClC=1C(=NC(=NC1)NC1=CC2=C(N(C(CCC2(C)C)=O)C)C=C1)NC1=C(C(=O)NCC)C=CC=C1F (2-[5-Chloro-2-(1,5,5-trimethyl-2-oxo-2,3,4,5-tetrahydro-1H-benzo[b]azepin-7-ylamino)-pyrimidin-4-ylamino]-N-ethyl-3-fluoro-benzamide), solid. Isolated yield 68.0%. As a reaction SMILES: [NH2:1][C:2]1[CH:16]=[CH:15][C:5]2[N:6]([CH3:14])[C:7](=[O:13])[CH2:8][CH2:9][C:10]([CH3:12])([CH3:11])[C:4]=2[CH:3]=1.Cl[C:18]1[N:23]=[C:22]([NH:24][C:25]2[C:35]([F:36])=[CH:34][CH:33]=[CH:32][C:26]=2[C:27]([NH:29][CH2:30][CH3:31])=[O:28])[C:21]([Cl:37])=[CH:20][N:19]=1>>[Cl:37][C:21]1[C:22]([NH:24][C:25]2[C:35]([F:36])=[CH:34][CH:33]=[CH:32][C:26]=2[C:27]([NH:29][CH2:30][CH3:31])=[O:28])=[N:23][C:18]([NH:1][C:2]2[CH:16]=[CH:15][C:5]3[N:6]([CH3:14])[C:7](=[O:13])[CH2:8][CH2:9][C:10]([CH3:12])([CH3:11])[C:4]=3[CH:3]=2)=[N:19][CH:20]=1. Procedure details: 2-[5-Chloro-2-(1,5,5-trimethyl-2-oxo-2,3,4,5-tetrahydro-1H-benzo[b]azepin-7-ylamino)-pyrimidin-4-ylamino]-N-ethyl-3-fluoro-benzamide was prepared from 7-amino-1,5,5-trimethyl-1,3,4,5-tetrahydro-benzo[b]azepin-2-one and 2-(2,5-dichloro-pyrimidin-4-ylamino)-N-ethyl-3-fluoro-benzamide in an analogous manner to Example 308c. Product isolated as a white solid (96 mg, 68%). m.p.=251-253° C.; LCMS (m/e) 511 (M+H); 1H-NMR (CDCl3, 400 MHz) δ 8.77 (s, 1H), 8.11 (s, 1H), 7.63 (d, 1H, J=8.6 Hz), 7.41-7.34 (... Starting materials: CCOC(=O)CCC(Oc1cc(OCc2ccsc2)ccc1C#N)c1cc(C)ccc1C, C1CCCCC1, CO, Cl, [Na+], [OH-]. Yields the product Cc1ccc(C)c(C(CCC(=O)O)Oc2cc(OCc3ccsc3)ccc2C#N)c1. Reaction SMILES: [C:1](#[N:2])[c:3]1[c:4]([O:5][CH:6]([CH2:7][CH2:8][C:9](=[O:10])[O:11][CH2:12][CH3:13])[c:14]2[c:15]([CH3:21])[cH:16][cH:17][c:18]([CH3:20])[cH:19]2)[cH:22][c:23]([O:26][CH2:27][c:28]2[cH:29][s:30][cH:31][cH:32]2)[cH:24][cH:25]1.[CH2:36]1[CH2:37][CH2:38][CH2:39][CH2:40][CH2:41]1.[CH3:42][OH:43].[ClH:35].[Na+:34].[OH-:33]>>[C:1](#[N:2])[c:3]1[c:4]([O:5][CH:6]([CH2:7][CH2:8][C:9](=[O:10])[OH:11])[c:14]2[c:15]([CH3:21])[cH:16][cH:17][c:18]([CH3:20])[cH:19]2)[cH:22][c:23]([O:26][CH2:27][c:28]2[cH:29][s:30][cH:31][cH:32]2)[cH:24][cH:25]1. Starting materials: C(C)OC(=O)C=1C(=NC(=CC1C)N1CCOCC1)C1CC1 (2-cyclopropyl-4-methyl-6-morpholin-4-yl-pyridine-3-carboxylic acid ethyl ester), aqueous solution, [OH-].[Na+] (sodium hydroxide). Solvent: CO.O1CCCC1 (methanol tetrahydrofuran). The product is C1(CC1)C1=NC(=CC(=C1C(=O)O)C)N1CCOCC1 (2-cyclopropyl-4-methyl-6-morpholin-4-yl-pyridine-3-carboxylic acid). The yield is 68.5%. Reaction SMILES: C([O:3][C:4]([C:6]1[C:7]([CH:19]2[CH2:21][CH2:20]2)=[N:8][C:9]([N:13]2[CH2:18][CH2:17][O:16][CH2:15][CH2:14]2)=[CH:10][C:11]=1[CH3:12])=[O:5])C.[OH-].[Na+]>CO.O1CCCC1>[CH:19]1([C:7]2[C:6]([C:4]([OH:5])=[O:3])=[C:11]([CH3:12])[CH:10]=[C:9]([N:13]3[CH2:14][CH2:15][O:16][CH2:17][CH2:18]3)[N:8]=2)[CH2:21][CH2:20]1 |f:1.2,3.4|. Procedure: A solution of 2-cyclopropyl-4-methyl-6-morpholin-4-yl-pyridine-3-carboxylic acid ethyl ester (16.8 g, 57.8 mmol) in methanol-tetrahydrofuran (1:1) (90 ml) is treated for 3 days with a 2M aqueous solution of sodium hydroxide at reflux. The organic solvent is distilled off and the aqueous layer treated with 2M hydrochloric acid, and extracted with ethyl acetate. The combined organic layers are dried over magnesium sulphate and evaporated to dryness. The crude product is purified by flash chromatog... The reactants are C1(=CC=C(C=C1)S(=O)(=O)O)C (p-toluenesulfonic acid), Cl (hydrochloric acid), ClCC(=O)C(C(=O)OCC)=NOC (ethyl 2-chloroacetyl-2-methoxyiminoacetate), SCCO (2-mercaptoethanol). The solvent is C1(=CC=CC=C1)C (toluene), C1(=CC=CC=C1)C (toluene), C(Cl)(Cl)Cl (chloroform), C(Cl)(Cl)Cl (chloroform). Run at time 2.5 hour. The product is O1CCSC=C1C(C(=O)OCC)=NOC (ethyl 2-(2,3-dihydro-1,4-oxathiin-6-yl)-2-methoxyiminoacetate). Isolated yield 29.0%. As a reaction SMILES: Cl[CH2:2][C:3]([C:5](=[N:11][O:12][CH3:13])[C:6]([O:8][CH2:9][CH3:10])=[O:7])=[O:4].[SH:14][CH2:15][CH2:16]O.Cl.C1(C)C=CC(S(O)(=O)=O)=CC=1>C(Cl)(Cl)Cl.C1(C)C=CC=CC=1>[O:4]1[C:3]([C:5](=[N:11][O:12][CH3:13])[C:6]([O:8][CH2:9][CH3:10])=[O:7])=[CH:2][S:14][CH2:15][CH2:16]1. Procedure details: A solution of ethyl 2-chloroacetyl-2-methoxyiminoacetate (65 g.) in dry chloroform (130 ml.) was added to a stirred mixture of 2-mercaptoethanol (25 g.), triethylamino (35 g.) and dry chloroform (70 ml.) at 20° C. over 30 minutes, and stirred at the same temperature for 2.5 hours. After the solution was adjusted to pH 1.0 with 10% hydrochloric acid under ice cooling, the chloroform layer was separated, washed with water twice and dried over magnesium sulfate. The solution was concentrated in vac...